The task is: describe an organic reaction: reactants, conditions, products, and yield. This data is from the Open Reaction Database (ORD), a public repository of structured organic reaction records. Starting materials: ( b ), NC=1C(=NC(=C(N1)Cl)CO)C#N (3-amino-5-chloro-6-(hydroxymethyl)-2-pyrazinecarbonitrile), S(=O)(Cl)Cl (thionyl chloride). Product: NC=1C(=NC(=C(N1)Cl)CCl)C#N (3-amino-5-chloro-6-(chloromethyl)-2-pyrazinecarbonitrile). As a reaction SMILES: [NH2:1][C:2]1[C:3]([C:11]#[N:12])=[N:4][C:5]([CH2:9]O)=[C:6]([Cl:8])[N:7]=1.S(Cl)([Cl:15])=O>>[NH2:1][C:2]1[C:3]([C:11]#[N:12])=[N:4][C:5]([CH2:9][Cl:15])=[C:6]([Cl:8])[N:7]=1. Procedure: A suitable method of synthesizing 7-NR1R2 -MTX wherein either both R1 and R2 are hydrogen, or one is hydrogen and the other is C1 -C5 alkyl, is outlined in FIGS. 1A and 1B. A suitable method of synthesizing 7-NR1R2 -MTX wherein both R1 and R2 are hydrogen comprises (a) reacting phosphorus oxychloride with 3-amino-6-(chloromethyl)-2-pyrazinecarbonitrile 4-oxide (1) to yield 3-amino-5-chloro-6-(hydroxymethyl)-2-pyrazinecarbonitrile (2); (b) reacting 3-amino-5-chloro-6-(hydroxymethyl)-2-pyrazinecar... Solvent: O1CCCC1 (tetrahydrofuran). Starting materials: [Cl-].[NH4+] (ammonium chloride), [H-].[Na+] (Sodium hydride), ice, OCCNC(OC(C)(C)C)=O (tert-butyl 2-hydroxyethylcarbamate), BrCC1=CC(=CC=C1)CBr (1,3-bis(bromomethyl)benzene). The product is BrCC=1C=C(COCCNC(OC(C)(C)C)=O)C=CC1 (tert-Butyl 2-{[3-(bromomethyl)benzyl]oxy}ethylcarbamate). RXN SMILES: [H-].[Na+].[OH:3][CH2:4][CH2:5][NH:6][C:7](=[O:13])[O:8][C:9]([CH3:12])([CH3:11])[CH3:10].[Br:14][CH2:15][C:16]1[CH:21]=[CH:20][CH:19]=[C:18]([CH2:22]Br)[CH:17]=1.[Cl-].[NH4+]>O1CCCC1>[Br:14][CH2:15][C:16]1[CH:17]=[C:18]([CH:19]=[CH:20][CH:21]=1)[CH2:22][O:3][CH2:4][CH2:5][NH:6][C:7](=[O:13])[O:8][C:9]([CH3:10])([CH3:12])[CH3:11] |f:0.1,4.5|. Reaction conditions: temperature 0 celsius. Procedure details: Sodium hydride (125 mg, 60% dispersion in mineral oil, 3.13 mmol) was added portionwise to an ice-cooled solution of tert-butyl 2-hydroxyethylcarbamate (500 mg, 3.10 mmol), and 1,3-bis(bromomethyl)benzene (8.2 g, 31.0 mmol) in tetrahydrofuran (15 ml), and the reaction stirred at 0° C. for an hour under a nitrogen atmosphere, then allowed to warm to room temperature. Saturated ammonium chloride solution (10 ml) was added, and the mixture partitioned between water and ethyl acetate, and the layers... The yield is 74.6%.